From a dataset of the Open Reaction Database (ORD), a public repository of structured organic reaction records. describe an organic reaction: reactants, conditions, products, and yield The reactants are C(C)OC(=O)C=1C(=C2C(=CN1)N(C(=C2Br)C2=CC=C(C=C2)F)C2=CC=CC=C2)O (3-bromo-2-(4-fluoro-phenyl)-4-hydroxy-1-phenyl-1H-pyrrolo[2,3-c]pyridine-5-carboxylic acid ethyl ester), C1(=CC=CC=C1)[Sn](CCCC)(CCCC)CCCC (phenyltributlytin). Reagents/catalysts: Cl[Pd]([P](C1=CC=CC=C1)(C2=CC=CC=C2)C3=CC=CC=C3)([P](C4=CC=CC=C4)(C5=CC=CC=C5)C6=CC=CC=C6)Cl (Pd(PPh3)2Cl2). The solvent is CCOC(=O)C (EtOAc), CN(C)C=O (DMF). Conditions: temperature 130 celsius, time 8 hour. Product: C(C)OC(=O)C=1C(=C2C(=CN1)N(C(=C2C2=CC=CC=C2)C2=CC=C(C=C2)F)C2=CC=CC=C2)O (2-(4-Fluoro-phenyl)-4-hydroxy-1,3-diphenyl-1H-pyrrolo[2,3-c]pyridine-5-carboxylic acid ethyl ester). The yield is 33.0%. RXN SMILES: [CH2:1]([O:3][C:4]([C:6]1[C:7]([OH:29])=[C:8]2[C:14](Br)=[C:13]([C:16]3[CH:21]=[CH:20][C:19]([F:22])=[CH:18][CH:17]=3)[N:12]([C:23]3[CH:28]=[CH:27][CH:26]=[CH:25][CH:24]=3)[C:9]2=[CH:10][N:11]=1)=[O:5])[CH3:2].[C:30]1([Sn](CCCC)(CCCC)CCCC)[CH:35]=[CH:34][CH:33]=[CH:32][CH:31]=1>CN(C=O)C.CCOC(C)=O.Cl[Pd](Cl)([P](C1C=CC=CC=1)(C1C=CC=CC=1)C1C=CC=CC=1)[P](C1C=CC=CC=1)(C1C=CC=CC=1)C1C=CC=CC=1>[CH2:1]([O:3][C:4]([C:6]1[C:7]([OH:29])=[C:8]2[C:14]([C:30]3[CH:35]=[CH:34][CH:33]=[CH:32][CH:31]=3)=[C:13]([C:16]3[CH:21]=[CH:20][C:19]([F:22])=[CH:18][CH:17]=3)[N:12]([C:23]3[CH:28]=[CH:27][CH:26]=[CH:25][CH:24]=3)[C:9]2=[CH:10][N:11]=1)=[O:5])[CH3:2] |^1:62,81|. Procedure details: A mixture of 3-bromo-2-(4-fluoro-phenyl)-4-hydroxy-1-phenyl-1H-pyrrolo[2,3-c]pyridine-5-carboxylic acid ethyl ester (180 mg, 0.395 mmol), phenyltributlytin (149 μL, 0.454 mmol), and Pd(PPh3)2Cl2 (14 mg, 0.020 mmol) in DMF (2 mL) was stirred at 130° C. overnight. Then the mixture was diluted with EtOAc, washed with water and saturated NaCl aqueous solution respectively; the EtOAc phase was dried over anhydrous sodium sulfate, concentrated, the residue was purified by column and prep TLC to give a... The yield is 44.4%. Reagents/catalysts: [I-].C[N+](C)(C)C (tetramethylammonium iodide). Yields the product OCCOC1=CC=C(C2OC3=CC=CC=C3CC2)C=C1 (4'-(2-hydroxyethoxy) flavan). As a reaction SMILES: [OH:1][C:2]1[CH:17]=[CH:16][C:5]([CH:6]2[CH2:15][CH2:14][C:13]3[C:8](=[CH:9][CH:10]=[CH:11][CH:12]=3)[O:7]2)=[CH:4][CH:3]=1.C1(=O)O[CH2:21][CH2:20][O:19]1.[OH-].[Na+]>[I-].C[N+](C)(C)C.O.C(O)C>[OH:19][CH2:20][CH2:21][O:1][C:2]1[CH:3]=[CH:4][C:5]([CH:6]2[CH2:15][CH2:14][C:13]3[C:8](=[CH:9][CH:10]=[CH:11][CH:12]=3)[O:7]2)=[CH:16][CH:17]=1 |f:2.3,4.5|. The solvent is O (water), C(C)O (ethanol). Reported procedure: 4'-Hydroxyflavan (2.26 g.), ethylene carbonate (8.8 g.) and tetramethylammonium iodide (0.30 g.) were heated together at 140° C. for 4 hrs. Sodium hydroxide (6.5 g) in water (20 ml.) and ethanol (250 ml.) was added, and the solution boiled under reflux for 5 hrs. The solution was filtered, diluted with water, and extracted 3 times with ether. The combined extracts were dried and evaporated, and the residue chromatographed on neutral alumina. The product was eluted with chloroform and after evapo... Starting materials: OC1=CC=C(C2OC3=CC=CC=C3CC2)C=C1 (4'-Hydroxyflavan), C1(OCCO1)=O (ethylene carbonate), [OH-].[Na+] (Sodium hydroxide).